This data is from the Open Reaction Database (ORD), a public repository of structured organic reaction records. The task is: describe an organic reaction: reactants, conditions, products, and yield Starting materials: C=C1CC(=O)O1 (diketene), C1(=CC(=CC=C1)N)N (m-phenylenediamine). Product: C(C)(=O)CC(=O)NC=1C=C(NC(CC(C)=O)=O)C=CC1 (m-(acetylacetamido)-acetylacetanilide). RXN SMILES: [CH2:1]=[C:2]1[O:6][C:4](=[O:5])[CH2:3]1.[C:7]1([NH2:14])[CH:12]=[CH:11][CH:10]=[C:9]([NH2:13])[CH:8]=1>>[C:2]([CH2:3][C:4]([NH:13][C:9]1[CH:8]=[C:7]([CH:12]=[CH:11][CH:10]=1)[NH:14][C:4](=[O:5])[CH2:3][C:2](=[O:6])[CH3:1])=[O:5])(=[O:6])[CH3:1]. Procedure: The process of the invention for the preparation of compounds of formula I wherein R' is ##STR11## comprises reacting diketene with m-phenylenediamine to obtain m-(acetylacetamido)-acetylacetanilide which is reacted with methyl orthoformate and then heated to obtain m-(3'-methoxycrotonylamino)-3 -methoxy-crotonanilide. The reactants are BrC(C(=O)O)(C)C (bromoisobutyric acid), C(CCC)[Li] (n-butyllithium), C(C#C)Br (propargylbromide). Solvent: CCCCCC (n-hexane), O1CCCC1 (tetrahydrofuran). Yields the product CC(C(=O)OCC)(CC#C)C (Ethyl 2,2-dimethyl-4-pentynoate). As a reaction SMILES: Br[C:2]([CH3:7])([CH3:6])[C:3]([OH:5])=[O:4].[CH2:8]([Li])[CH2:9][CH2:10]C.[CH2:13](Br)[C:14]#C>CCCCCC.O1CCCC1>[CH3:6][C:2]([CH3:7])([CH2:10][C:9]#[CH:8])[C:3]([O:5][CH2:13][CH3:14])=[O:4]. Procedure details: Amounts used: 14.7 ml (0.1 m, 19.5 g) of bromoisobutyric acid, 75 ml of 1.6M n-butyllithium solution in n-hexane, 40 ml of tetrahydrofuran and 17.85 g of propargylbromide. As a reaction SMILES: [NH2:1][C:2]1[CH:7]=[CH:6][CH:5]=[CH:4][C:3]=1[C:8](=[O:10])[CH3:9].C1C(=O)N([Br:18])C(=O)C1>C(Cl)Cl>[NH2:1][C:2]1[CH:7]=[CH:6][C:5]([Br:18])=[CH:4][C:3]=1[C:8](=[O:10])[CH3:9]. The product is NC1=C(C=C(C=C1)Br)C(C)=O (1-(2-Amino-5-bromophenyl)ethanone). Solvent: C(Cl)Cl (DCM), C(Cl)Cl (DCM). Reactants: C1CC(=O)N(C1=O)Br (NBS), NC1=C(C=CC=C1)C(C)=O (1-(2-aminophenyl)ethanone). Reported procedure: A flask charged with 1-(2-aminophenyl)ethanone (135 mg) and DCM (2.5 mL) was cooled to −10° C. and NBS (178 mg) was added in several portions over 30 min. The reaction mixture was diluted with 10 mL DCM, washed with sat. aqueous NaHCO3, dried over Na2SO4, filtered and concentrated under reduced pressure, affording the title compound. MS (ESI+): m/z 215.06 (MH+). 1H NMR (400 MHz, CDCl3): δ 7.79 (s, 1H), 7.31 (d, J=8.8 Hz, 1H), 6.54 (d, J=8.8 Hz, 1H), 6.30 (br, 2H), 2.55 (s, 3H). Conditions: temperature -10 celsius. Starting materials: CC(=O)C.C(=O)O.C(=O)O (acetone dicarboxylic acid). Solvent: C(C)(=O)OC(C)=O (acetic anhydride). Reaction conditions: time 3 hour. Yields the product CC(=O)C1C(=O)OC1=O (acetone dicarboxylic acid anhydride). The yield is 84.9%. Reaction SMILES: [CH3:1][C:2]([CH3:4])=[O:3].[CH:5]([OH:7])=[O:6].[CH:8](O)=[O:9]>C(OC(=O)C)(=O)C>[CH3:1][C:2]([CH:4]1[C:8](=[O:9])[O:7][C:5]1=[O:6])=[O:3] |f:0.1.2|. Procedure: To acetic anhydride (350 ml) at 0° acetone dicarboxylic acid (200 g, 1.37 mole) was added slowly over 1/2 hour with vigorous stirring. After stirring 3 hours, a white solid was filtered and washed with ether (100 ml). Drying the solid 3 hours at 50° C. (0.1 mm) gave acetone dicarboxylic acid anhydride (149 g), m.p. 134°-136° C. Reactants: [N+](=O)([O-])C=1C=C(CN2CCC(CC2)N2C(NC3=CC=CC=C3C2C2=CC=CC=C2)=O)C=CC1 (3-[1-(3-nitrobenzyl)piperidin-4-yl]-4-phenyl-3,4-dihydro-2(1H)quinazolinone), O.O.Cl[Sn]Cl (SnCl2.2H2O). Run in C(C)O (ethanol). Run at temperature 60 celsius, time 12 hour. The product is NC=1C=C(CN2CCC(CC2)N2C(NC3=CC=CC=C3C2C2=CC=CC=C2)=O)C=CC1 (3-[1-(3-aminobenzyl)piperidin-4-yl]-4-phenyl-3,4-dihydro-2(1H)-quinazolinone). Yield: 41.8%. As a reaction SMILES: [N+:1]([C:4]1[CH:5]=[C:6]([CH:31]=[CH:32][CH:33]=1)[CH2:7][N:8]1[CH2:13][CH2:12][CH:11]([N:14]2[CH:23]([C:24]3[CH:29]=[CH:28][CH:27]=[CH:26][CH:25]=3)[C:22]3[C:17](=[CH:18][CH:19]=[CH:20][CH:21]=3)[NH:16][C:15]2=[O:30])[CH2:10][CH2:9]1)([O-])=O.O.O.Cl[Sn]Cl>C(O)C>[NH2:1][C:4]1[CH:5]=[C:6]([CH:31]=[CH:32][CH:33]=1)[CH2:7][N:8]1[CH2:9][CH2:10][CH:11]([N:14]2[CH:23]([C:24]3[CH:25]=[CH:26][CH:27]=[CH:28][CH:29]=3)[C:22]3[C:17](=[CH:18][CH:19]=[CH:20][CH:21]=3)[NH:16][C:15]2=[O:30])[CH2:12][CH2:13]1 |f:1.2.3|. Reported procedure: To a solution of 540 mg (1.22 mmol) of 3-[1-(3-nitrobenzyl)piperidin-4-yl]-4-phenyl-3,4-dihydro-2(1H)quinazolinone in 50 mL of ethanol was added 826 mg (3.66 mmol) of SnCl2.2H2O, and the mixture was stirred for 12 hours at 60° C. After being cooled, the reaction mixture was filtered through cerite, and the filtrate was concentrated in vacuo. The residue was purified by means of column chromatography (silica gel, 1:19 methanol:chloroform) to give 210 mg (0.51 mmol) of the title compound. Reactants: P(=O)(Cl)(Cl)Cl (phosphorus oxychloride), OC1=C2C=CC=NC2=C(C=C1OC)[N+](=O)[O-] (5-hydroxy-6-methoxy-8-nitroquinoline). Run in [OH-].[NH4+] (ammonium hydroxide). Product: ClC1=C2C=CC=NC2=C(C=C1OC)[N+](=O)[O-] (5-chloro-6-methoxy-8-nitroquinoline). Yield: 97.0%. As a reaction SMILES: P(Cl)(Cl)([Cl:3])=O.O[C:7]1[C:16]([O:17][CH3:18])=[CH:15][C:14]([N+:19]([O-:21])=[O:20])=[C:13]2[C:8]=1[CH:9]=[CH:10][CH:11]=[N:12]2>[OH-].[NH4+]>[Cl:3][C:7]1[C:16]([O:17][CH3:18])=[CH:15][C:14]([N+:19]([O-:21])=[O:20])=[C:13]2[C:8]=1[CH:9]=[CH:10][CH:11]=[N:12]2 |f:2.3|. Procedure: To 150 ml of phosphorus oxychloride, at an internal temperature of 80°-85°, was added in portions, with vigorous stirring, during 0.5 hr, 40.5 g (0.184 mole) of 5-hydroxy-6-methoxy-8-nitroquinoline. After completion of addition, the mixture, which had turned from a red solution to a yellow suspension, was heated under reflux for 1.5 hr. The golden yellow solution was allowed to cool to room temperature and the resulting yellow mush was added to a vigorously stirred mixture of 700 ml of conc ammo... The reactants are C(C)(C)(C)OC(N[C@@H](CCSC)C(NC1=CC=C(C=C1)OCC1=CC=CC=C1)=O)=O ((S)-[1-(4-benzyloxy-phenylcarbamoyl)-3-methylsulfanyl-propyl]-carbamic acid tert-butyl ester), CI (methyliodide). Reaction conditions: time 3 day. Product: C(C)(C)(C)OC(N[C@@H]1C(N(CC1)C1=CC=C(C=C1)OCC1=CC=CC=C1)=O)=O ((S)-[1-(4-benzyloxy-phenyl)-2-oxo-pyrrolidin-3-yl]-carbamic acid tert-butyl ester). The yield is 0.1%. RXN SMILES: [C:1]([O:5][C:6](=[O:30])[NH:7][C@H:8]([C:13](=[O:29])[NH:14][C:15]1[CH:20]=[CH:19][C:18]([O:21][CH2:22][C:23]2[CH:28]=[CH:27][CH:26]=[CH:25][CH:24]=2)=[CH:17][CH:16]=1)[CH2:9][CH2:10]SC)([CH3:4])([CH3:3])[CH3:2].CI>>[C:1]([O:5][C:6](=[O:30])[NH:7][C@H:8]1[CH2:9][CH2:10][N:14]([C:15]2[CH:20]=[CH:19][C:18]([O:21][CH2:22][C:23]3[CH:28]=[CH:27][CH:26]=[CH:25][CH:24]=3)=[CH:17][CH:16]=2)[C:13]1=[O:29])([CH3:4])([CH3:3])[CH3:2]. Procedure: A mixture of 0.35 g (0.81 mmol) of (S)-[1-(4-benzyloxy-phenylcarbamoyl)-3-methylsulfanyl-propyl]-carbamic acid tert-butyl ester and 8.79 g (62.0 mmol) of methyliodide is stirred at RT for 3 d. Thereafter, the methyliodide is evaporated, the intermediate sulfonium salt dissolved in 15 ml of THF and treated with 0.79 ml (0.79 ml) of lithium bis-(trimethylsilyl)amide (1 M solution in THF) at 0° C. After stirring at 0° C. for 2 h, the reaction mixture is evaporated under reduced pressure and the sol... Reactants: FC1=CC=C(C=C1)C=1N=C2N(C=CC(=C2)CC#N)C1C1=NC(=NC=C1)S(=O)(=O)C ({2-(4-Fluorophenyl)-3-[2-(methanesulfonyl)pyrimidin-4-yl]imidazo[1,2-a]pyridin-7-yl}acetonitrile), [H][H] (hydrogen), C(C)O (ethanol), [H][H] (hydrogen). Reagents/catalysts: O=[Pt]=O (PtO2), O=[Pt]=O (PtO2). The solvent is C(Cl)(Cl)Cl (chloroform). Conditions: time 12 hour. Yields the product FC1=CC=C(C=C1)C=1N=C2N(C=CC(=C2)CCN)C1C1=NC(=NC=C1)S(=O)(=O)C (2{2-(4-Fluorophenyl)-3-[2-(methanesulfonyl)pyrimidin-4-yl]-imidazo[1,2-a]pyridin-7-yl}ethanamine). Reaction SMILES: [F:1][C:2]1[CH:7]=[CH:6][C:5]([C:8]2[N:9]=[C:10]3[CH:15]=[C:14]([CH2:16][C:17]#[N:18])[CH:13]=[CH:12][N:11]3[C:19]=2[C:20]2[CH:25]=[CH:24][N:23]=[C:22]([S:26]([CH3:29])(=[O:28])=[O:27])[N:21]=2)=[CH:4][CH:3]=1.C(O)C.[H][H]>O=[Pt]=O.C(Cl)(Cl)Cl>[F:1][C:2]1[CH:3]=[CH:4][C:5]([C:8]2[N:9]=[C:10]3[CH:15]=[C:14]([CH2:16][CH2:17][NH2:18])[CH:13]=[CH:12][N:11]3[C:19]=2[C:20]2[CH:25]=[CH:24][N:23]=[C:22]([S:26]([CH3:29])(=[O:28])=[O:27])[N:21]=2)=[CH:6][CH:7]=1. Reported procedure: A 300 mL pressure bottle containing nitrile 22 (980 mg, 2.41 mmol) was charged with ethanol (18 mL), chloroform (2 mL), and then PtO2 (200 mg, 0.881 mmol). The pressure bottle was then sealed, then charged with 50 psi hydrogen, and the reaction mixture was allowed to stir at room temperature for 12 hours, after which additional PtO2 (500 mg, 1.14 mmol) was added, and an the pressure bottle was charged with an additional 50 psi hydrogen then sealed, and the reaction mixture was stirred at room te... RXN SMILES: [C:1]([O:5][C:6](=[O:22])[CH2:7][N:8]([C:12]([O:14][CH2:15][C:16]1[CH:21]=[CH:20][CH:19]=[CH:18][CH:17]=1)=[O:13])[CH2:9][CH2:10][OH:11])([CH3:4])([CH3:3])[CH3:2].[CH3:23][S:24](Cl)(=[O:26])=[O:25]>N1C=CC=CC=1>[C:1]([O:5][C:6](=[O:22])[CH2:7][N:8]([C:12]([O:14][CH2:15][C:16]1[CH:17]=[CH:18][CH:19]=[CH:20][CH:21]=1)=[O:13])[CH2:9][CH2:10][O:11][S:24]([CH3:23])(=[O:26])=[O:25])([CH3:4])([CH3:2])[CH3:3]. Procedure: The product from Example 5 (14.4 g; 47 mmol) is reacted in anhydrous pyridine (270 ml) with methanesulphonyl chloride (4.47 ml; 58 mmol) and then worked up as described in Example 2. Yield: 14.7 g (82%), brown oil. Product: C(C)(C)(C)OC(CN(CCOS(=O)(=O)C)C(=O)OCC1=CC=CC=C1)=O (N-Benzyloxycarbonyl-N-[2-(methanesulphonyloxy)ethyl]-glycine tert-butyl ester). The solvent is N1=CC=CC=C1 (pyridine). The reactants are C(C)(C)(C)OC(CN(CCO)C(=O)OCC1=CC=CC=C1)=O (N-Benzyloxycarbonyl-N-(2-hydroxyethyl)-glycine tert-butyl ester), CS(=O)(=O)Cl (methanesulphonyl chloride). Product: CS(=O)(=O)Nc1ccc(C=CCOCCCCCCNCC(O)c2cc(O)cc(O)c2)cc1. Reactants: CS(=O)(=O)Nc1ccc(C=CCOCCCCCCBr)cc1, NCC(O)c1cc(O)cc(O)c1, CN(C)C=O. As a reaction SMILES: [Br:1][CH2:2][CH2:3][CH2:4][CH2:5][CH2:6][CH2:7][O:8][CH2:9][CH:10]=[CH:11][c:12]1[cH:13][cH:14][c:15]([NH:18][S:19](=[O:20])(=[O:21])[CH3:22])[cH:16][cH:17]1.[NH2:23][CH2:24][CH:25]([OH:26])[c:27]1[cH:28][c:29]([OH:34])[cH:30][c:31]([OH:33])[cH:32]1.[O:35]=[CH:36][N:37]([CH3:38])[CH3:39]>>[CH2:2]([CH2:3][CH2:4][CH2:5][CH2:6][CH2:7][O:8][CH2:9][CH:10]=[CH:11][c:12]1[cH:13][cH:14][c:15]([NH:18][S:19](=[O:20])(=[O:21])[CH3:22])[cH:16][cH:17]1)[NH:23][CH2:24][CH:25]([OH:26])[c:27]1[cH:28][c:29]([OH:34])[cH:30][c:31]([OH:33])[cH:32]1.